From a dataset of the Open Reaction Database (ORD), a public repository of structured organic reaction records. describe an organic reaction: reactants, conditions, products, and yield Starting materials: CC1(OC(=O)OCCl)CCCCC1, CC(C)=O, CCCCCC, [I-], [Na+], Cc1cccc(C)n1. Product: CC1(OC(=O)OCI)CCCCC1. As a reaction SMILES: [C:1]([O:2][CH2:3][Cl:4])([O:5][C:6]1([CH3:12])[CH2:7][CH2:8][CH2:9][CH2:10][CH2:11]1)=[O:13].[CH3:24][C:25](=[O:26])[CH3:27].[CH3:28][CH2:29][CH2:30][CH2:31][CH2:32][CH3:33].[I-:23].[Na+:22].[n:14]1[c:15]([CH3:16])[cH:17][cH:18][cH:19][c:20]1[CH3:21]>>[C:1]([O:2][CH2:3][I:23])([O:5][C:6]1([CH3:12])[CH2:7][CH2:8][CH2:9][CH2:10][CH2:11]1)=[O:13].